From a dataset of the Open Reaction Database (ORD), a public repository of structured organic reaction records. describe an organic reaction: reactants, conditions, products, and yield Starting materials: CC(C(=O)O)(C)SC1=CN=C(S1)NC(=O)N(CCCCC1=CC=CC=C1)[C@@H]1CC[C@H](CC1)C (2-methyl-2-{2-[3-(trans-4-methyl-cyclohexyl)-3-(4-phenyl-butyl)-ureido]-thiazol-5-ylsulfanyl}-propionic acid), COC1=CC=C(C=C1)CCO (2-(4-methoxy-phenyl)-ethanol), C(C)OC(C(C)(C)SC1=CN=C(S1)N)=O (2-(2-amino-thiazol-5-ylsulfanyl)-2-methyl-propionic acid ethyl ester). RXN SMILES: [CH3:1][C:2]([S:7][C:8]1[S:12][C:11]([NH:13][C:14]([N:16]([C@H:27]2[CH2:32][CH2:31][C@H:30]([CH3:33])[CH2:29][CH2:28]2)[CH2:17][CH2:18]CCC2C=CC=CC=2)=[O:15])=[N:10][CH:9]=1)([CH3:6])[C:3]([OH:5])=[O:4].[CH3:34][O:35][C:36]1[CH:41]=[CH:40][C:39](CCO)=[CH:38][CH:37]=1.C(OC(=O)C(SC1SC(N)=NC=1)(C)C)C>>[CH3:34][O:35][C:36]1[CH:41]=[CH:40][C:39]([CH2:18][CH2:17][N:16]([C@H:27]2[CH2:28][CH2:29][C@H:30]([CH3:33])[CH2:31][CH2:32]2)[C:14](=[O:15])[NH:13][C:11]2[S:12][C:8]([S:7][C:2]([CH3:6])([CH3:1])[C:3]([OH:5])=[O:4])=[CH:9][N:10]=2)=[CH:38][CH:37]=1. Procedure details: The compound was prepared following an analogous procedure to the one described for the synthesis of 2-methyl-2-{2-[3-(trans-4-methyl-cyclohexyl)-3-(4-phenyl-butyl)-ureido]-thiazol-5-ylsulfanyl}-propionic acid using 2-(4-methoxy-phenyl)-ethanol and 2-(2-amino-thiazol-5-ylsulfanyl)-2-methyl-propionic acid ethyl ester. The product is COC1=CC=C(C=C1)CCN(C(NC=1SC(=CN1)SC(C(=O)O)(C)C)=O)[C@@H]1CC[C@H](CC1)C (2-{2-[3-[2-(4-Methoxy-phenyl)-ethyl]-3-(trans-4-methyl-cyclohexyl)-ureido]-thiazol-5-ylsulfanyl}-2-methyl-propionic acid). The reactants are Cc1nn(C(c2ccccc2)(c2ccccc2)c2ccccc2)cc1-c1ccc2nccc(N3CCNCC3)c2c1, CN(C)C(=O)CCl. The product is Cc1nn(C(c2ccccc2)(c2ccccc2)c2ccccc2)cc1-c1ccc2nccc(N3CCN(CC(=O)N(C)C)CC3)c2c1. Reaction SMILES: [CH3:1][c:2]1[n:3][n:4]([C:23]([c:24]2[cH:25][cH:26][cH:27][cH:28][cH:29]2)([c:30]2[cH:31][cH:32][cH:33][cH:34][cH:35]2)[c:36]2[cH:37][cH:38][cH:39][cH:40][cH:41]2)[cH:5][c:6]1-[c:7]1[cH:8][c:9]2[c:10]([N:17]3[CH2:18][CH2:19][NH:20][CH2:21][CH2:22]3)[cH:11][cH:12][n:13][c:14]2[cH:15][cH:16]1.[CH3:42][N:43]([C:44]([CH2:45][Cl:46])=[O:47])[CH3:48]>>[CH3:1][c:2]1[n:3][n:4]([C:23]([c:24]2[cH:25][cH:26][cH:27][cH:28][cH:29]2)([c:30]2[cH:31][cH:32][cH:33][cH:34][cH:35]2)[c:36]2[cH:37][cH:38][cH:39][cH:40][cH:41]2)[cH:5][c:6]1-[c:7]1[cH:8][c:9]2[c:10]([N:17]3[CH2:18][CH2:19][N:20]([CH2:45][C:44]([N:43]([CH3:42])[CH3:48])=[O:47])[CH2:21][CH2:22]3)[cH:11][cH:12][n:13][c:14]2[cH:15][cH:16]1. Reactants: FC=1C(=C(C=NC1)N)C=1CCN(CC1)C (5-fluoro-4-(1-methyl-3,6-dihydro-2H-pyridin-4-yl)pyridin-3-amine), CCO (EtOH). The reagents and catalysts are [Pd] (Pd), [Pd] (Pd). The solvent is CCOC(=O)C (EtOAc). Conditions: time 15 hour. Product: FC=1C(=C(C=NC1)N)C1CCN(CC1)C (5-fluoro-4-(1-methylpiperidin-4-yl)pyridin-3-amine). Isolated yield 94.2%. RXN SMILES: [F:1][C:2]1[C:3]([C:9]2[CH2:10][CH2:11][N:12]([CH3:15])[CH2:13][CH:14]=2)=[C:4]([NH2:8])[CH:5]=[N:6][CH:7]=1.CCO>CCOC(C)=O.[Pd]>[F:1][C:2]1[C:3]([CH:9]2[CH2:10][CH2:11][N:12]([CH3:15])[CH2:13][CH2:14]2)=[C:4]([NH2:8])[CH:5]=[N:6][CH:7]=1. Reported procedure: Pd on C, wet, Degussa (25 mg, 0.1175 mmol) was added to a stirred solution of 5-fluoro-4-(1-methyl-3,6-dihydro-2H-pyridin-4-yl)pyridin-3-amine (61 mg, 0.2943 mmol) in EtOAc (5 mL)/EtOH (5 mL). The reaction was placed under an atmosphere of hydrogen and stirred at ambient temperature for 15 hours. A further portion of Pd on C, wet, Degussa (25 mg, 0.1175 mmol) was added and the reaction was placed under an atmosphere of hydrogen and stirred at ambient temperature for 24 hours. The catalyst was re... Starting materials: C1(=CC=CC=C1)S(=O)(=O)C1=C(C=2C3=C(N(C2C=C1)CCO[Si](C)(C)C(C)(C)C)CC1CCC3N1)C(=O)OC(C)(C)C (tert-butyl 2-phenylsulfonyl-5-[2-(tert-butyldimethylsilyloxy)]ethyl-5,6,7,8,9,10-hexahydro-7,10-epiminocyclohepta[b]indole-carboxylate), FC(C(=O)O)(F)F (trifluoroacetic acid), C([O-])(O)=O.[Na+] (sodium bicarbonate). Run in ClCCl (dichloromethane). Reaction conditions: time 8 hour. Product: C1(=CC=CC=C1)S(=O)(=O)C=1C=C2C3=C(N(C2=CC1)CCO)CC1CCC3N1 (2-phenylsulfonyl-5-(2-hydroxy)ethyl-5,6,7,8,9,10-hexahydro-7,10-epiminocyclohepta[b]indole). The yield is 87.2%. As a reaction SMILES: [C:1]1([S:7]([C:10]2[CH:18]=[CH:17][C:16]3[N:15]([CH2:19][CH2:20][O:21][Si](C(C)(C)C)(C)C)[C:14]4[CH2:29][CH:30]5[NH:34][CH:33]([C:13]=4[C:12]=3[C:11]=2C(OC(C)(C)C)=O)[CH2:32][CH2:31]5)(=[O:9])=[O:8])[CH:6]=[CH:5][CH:4]=[CH:3][CH:2]=1.FC(F)(F)C(O)=O.C(=O)(O)[O-].[Na+]>ClCCl>[C:1]1([S:7]([C:10]2[CH:11]=[C:12]3[C:16](=[CH:17][CH:18]=2)[N:15]([CH2:19][CH2:20][OH:21])[C:14]2[CH2:29][CH:30]4[NH:34][CH:33]([C:13]3=2)[CH2:32][CH2:31]4)(=[O:9])=[O:8])[CH:2]=[CH:3][CH:4]=[CH:5][CH:6]=1 |f:2.3|. Procedure details: To a solution of the product of step A (110 mg, 0.30 mmol) in dichloromethane at 0° C. was added trifluoroacetic acid (0.57 ml, 7.5 mmol) and the reaction was stirred overnight. The reaction mixture was made basic with saturated sodium bicarbonate solution and extracted with dichloromethane. The dichloromethane layer was dried over sodium sulfate, filtered, and concentrated in vacuo. The crude material was crystallized from dichloromethane to give 2-phenylsulfonyl-5-(2-hydroxy)ethyl-5,6,7,8,9,10... Reactants: COC(=O)C(N)Cc1c[nH]c2ccccc12, Cl, Cl, NN=Cc1ccc(CC2CC(=O)N(CC(=O)O)C2=O)cc1. Yields the product COC(=O)C(Cc1c[nH]c2ccccc12)NC(=O)CN1C(=O)CC(Cc2ccc(C=NN)cc2)C1=O. RXN SMILES: [CH3:24][O:25][C:26]([CH:27]([NH2:28])[CH2:29][c:30]1[cH:31][nH:32][c:33]2[cH:34][cH:35][cH:36][cH:37][c:38]12)=[O:39].[ClH:1].[ClH:23].[NH2:2][N:3]=[CH:4][c:5]1[cH:6][cH:7][c:8]([CH2:9][CH:10]2[C:11](=[O:20])[N:12]([CH2:16][C:17](=[O:18])[OH:19])[C:13](=[O:15])[CH2:14]2)[cH:21][cH:22]1>>[NH2:2][N:3]=[CH:4][c:5]1[cH:6][cH:7][c:8]([CH2:9][CH:10]2[C:11](=[O:20])[N:12]([CH2:16][C:17](=[O:19])[NH:28][CH:27]([C:26]([O:25][CH3:24])=[O:39])[CH2:29][c:30]3[cH:31][nH:32][c:33]4[cH:34][cH:35][cH:36][cH:37][c:38]34)[C:13](=[O:15])[CH2:14]2)[cH:21][cH:22]1. Reactants: O=C(Cl)c1ccccc1, [Na+], [Na+], O=C([O-])[O-], O, OC1CCNCC1. Product: O=C(c1ccccc1)N1CCC(O)CC1. As a reaction SMILES: [C:1]([c:2]1[cH:3][cH:4][cH:5][cH:6][cH:7]1)(=[O:8])[Cl:9].[Na+:17].[Na+:18].[O-:19][C:20](=[O:21])[O-:22].[OH2:23].[OH:10][CH:11]1[CH2:12][CH2:13][NH:14][CH2:15][CH2:16]1>>[C:1]([c:2]1[cH:3][cH:4][cH:5][cH:6][cH:7]1)(=[O:8])[N:14]1[CH2:13][CH2:12][CH:11]([OH:10])[CH2:16][CH2:15]1.